This data is from the Open Reaction Database (ORD), a public repository of structured organic reaction records. The task is: describe an organic reaction: reactants, conditions, products, and yield Starting materials: Cl (hydrochloric acid), [C-]#N.[K+] (potassium cyanide), CN (methylamine), CN(C1(CCC(CC1)=O)C1=CC=CC=C1)C (4-dimethylamino-4-phenylcyclohexanone). The solvent is CO (methanol), O (water), CO (methanol). Reaction conditions: temperature 0 celsius, time 5 day. Yields the product CN(C1(CCC(CC1)(C#N)NC)C1=CC=CC=C1)C (4-dimethylamino-1-methylamino-4-phenyl-cyclohexane carbonitrile). RXN SMILES: [CH3:1][NH2:2].[CH3:3][N:4]([CH3:18])[C:5]1([C:12]2[CH:17]=[CH:16][CH:15]=[CH:14][CH:13]=2)[CH2:10][CH2:9][C:8](=O)[CH2:7][CH2:6]1.Cl.[C-:20]#[N:21].[K+]>CO.O>[CH3:3][N:4]([CH3:18])[C:5]1([C:12]2[CH:17]=[CH:16][CH:15]=[CH:14][CH:13]=2)[CH2:10][CH2:9][C:8]([NH:21][CH3:20])([C:1]#[N:2])[CH2:7][CH2:6]1 |f:3.4|. Procedure: 40% aqueous methylamine solution (8.7 mL, 69 mmol) and 4-dimethylamino-4-phenylcyclohexanone (3.13 g, 14.4 mmol) dissolved in methanol (15 mL) were added to a solution of 4N hydrochloric acid (3.75 mL) and methanol (2.25 mL) cooled to 0° C. The reaction mixture was then mixed with potassium cyanide (2.25 g, 34 mmol) and stirred for 5 d at RT. For work up the mixture was mixed with water (60 mL) and extracted with ether (3×50 ml). The combined organic phases were dried with sodium sulphate and co...